Dataset: the Open Reaction Database (ORD), a public repository of structured organic reaction records. Task: describe an organic reaction: reactants, conditions, products, and yield The reactants are CC1NC(=O)C(C2CC2)NC1=O, Cl, CCC(N)C(=O)NC(C)C(=O)OC. Yields the product CCC1NC(=O)C(C)NC1=O. RXN SMILES: [CH:1]1([CH:4]2[C:5](=[O:12])[NH:6][CH:7]([CH3:11])[C:8](=[O:10])[NH:9]2)[CH2:2][CH2:3]1.[ClH:13].[NH2:14][CH:15]([CH2:16][CH3:17])[C:18]([NH:19][CH:20]([C:21]([O:22][CH3:23])=[O:24])[CH3:25])=[O:26]>>[CH2:1]([CH3:2])[CH:4]1[C:5](=[O:12])[NH:6][CH:7]([CH3:11])[C:8](=[O:10])[NH:9]1. The reactants are ClCC=1N=C(OC1)C1=CC=C(C=C1)OCCCCl (4-(chloromethyl)-2-[4-(3-chloropropoxy)phenyl]-1,3-oxazole), [I-].[Na+] (sodium iodide), C([O-])([O-])=O.[K+].[K+] (potassium carbonate), CC1NCCC1 (2-methylpyrrolidine), N1CCCCC1 (Piperidine). Solvent: C(C)#N (acetonitrile). Reaction conditions: time 72 hour. Product: CC1N(CCC1)CC=1N=C(OC1)C1=CC=C(OCCCN2CCCCC2)C=C1 (1-[3-(4-{4-[(2-methylpyrrolidin-1-yl)methyl]-1,3-oxazol-2-yl}phenoxy)propyl]piperidine). The yield is 42.0%. Reaction SMILES: Cl[CH2:2][C:3]1[N:4]=[C:5]([C:8]2[CH:13]=[CH:12][C:11]([O:14][CH2:15][CH2:16][CH2:17]Cl)=[CH:10][CH:9]=2)[O:6][CH:7]=1.[I-].[Na+].C(=O)([O-])[O-].[K+].[K+].[CH3:27][CH:28]1[CH2:32][CH2:31][CH2:30][NH:29]1.[NH:33]1[CH2:38][CH2:37][CH2:36][CH2:35][CH2:34]1>C(#N)C>[CH3:27][CH:28]1[CH2:32][CH2:31][CH2:30][N:29]1[CH2:2][C:3]1[N:4]=[C:5]([C:8]2[CH:13]=[CH:12][C:11]([O:14][CH2:15][CH2:16][CH2:17][N:33]3[CH2:38][CH2:37][CH2:36][CH2:35][CH2:34]3)=[CH:10][CH:9]=2)[O:6][CH:7]=1 |f:1.2,3.4.5|. Reported procedure: A mixture of 4-(chloromethyl)-2-[4-(3-chloropropoxy)phenyl]-1,3-oxazole ax57 (0.172 g, 0.6 mmol, 1 eq), sodium iodide (0.018 g, 0.12 mmol, 0.2 eq), potassium carbonate (0.373 g, 2.7 mmol, 4.5 eq) and 2-methylpyrrolidine in acetonitrile (5 ml) is stirred at room temperature for 72 h. Piperidine (0.05 g, 0.6 mmol, 1 eq) is then added and the mixture is stirred at 80° C. overnight. The volatiles are then removed under vacuum and the residue is purified by chromatography (dichloromethane/methanol/am...